This data is from the Open Reaction Database (ORD), a public repository of structured organic reaction records. The task is: describe an organic reaction: reactants, conditions, products, and yield The reactants are O=C(c1csc(Br)c1)N1CCCC2CCCCC21, O=C([O-])[O-], COc1ccc(B(O)O)cn1, COCCOC, [Cs+], [Cs+], O, [Pd], c1ccc(P(c2ccccc2)c2ccccc2)cc1, c1ccc(P(c2ccccc2)c2ccccc2)cc1, c1ccc(P(c2ccccc2)c2ccccc2)cc1, c1ccc(P(c2ccccc2)c2ccccc2)cc1. Product: COc1ccc(-c2cc(C(=O)N3CCCC4CCCCC43)cs2)cn1. Reaction SMILES: [Br:1][c:2]1[cH:3][c:4]([C:7](=[O:8])[N:9]2[CH2:10][CH2:11][CH2:12][CH:13]3[CH2:14][CH2:15][CH2:16][CH2:17][CH:18]23)[cH:5][s:6]1.[C:30](=[O:31])([O-:32])[O-:33].[CH3:19][O:20][c:21]1[n:22][cH:23][c:24]([B:27]([OH:28])[OH:29])[cH:25][cH:26]1.[CH3:36][O:37][CH2:38][CH2:39][O:40][CH3:41].[Cs+:34].[Cs+:35].[OH2:42].[Pd:119].[c:100]1([P:101]([c:102]2[cH:103][cH:104][cH:105][cH:106][cH:107]2)[c:108]2[cH:109][cH:110][cH:111][cH:112][cH:113]2)[cH:114][cH:115][cH:116][cH:117][cH:118]1.[c:43]1([P:44]([c:45]2[cH:46][cH:47][cH:48][cH:49][cH:50]2)[c:51]2[cH:52][cH:53][cH:54][cH:55][cH:56]2)[cH:57][cH:58][cH:59][cH:60][cH:61]1.[c:62]1([P:63]([c:64]2[cH:65][cH:66][cH:67][cH:68][cH:69]2)[c:70]2[cH:71][cH:72][cH:73][cH:74][cH:75]2)[cH:76][cH:77][cH:78][cH:79][cH:80]1.[c:81]1([P:82]([c:83]2[cH:84][cH:85][cH:86][cH:87][cH:88]2)[c:89]2[cH:90][cH:91][cH:92][cH:93][cH:94]2)[cH:95][cH:96][cH:97][cH:98][cH:99]1>>[c:2]1(-[c:24]2[cH:23][n:22][c:21]([O:20][CH3:19])[cH:26][cH:25]2)[cH:3][c:4]([C:7](=[O:8])[N:9]2[CH2:10][CH2:11][CH2:12][CH:13]3[CH2:14][CH2:15][CH2:16][CH2:17][CH:18]23)[cH:5][s:6]1. Reactants: Cc1cc(Nc2cc3ccccc3c(Cl)n2)n[nH]1, Oc1cccc(C(F)(F)F)c1. The product is Cc1cc(Nc2cc3ccccc3c(Oc3cccc(C(F)(F)F)c3)n2)n[nH]1. RXN SMILES: [Cl:12][c:13]1[n:14][c:15]([NH:23][c:24]2[n:25][nH:26][c:27]([CH3:29])[cH:28]2)[cH:16][c:17]2[cH:18][cH:19][cH:20][cH:21][c:22]12.[F:1][C:2]([c:3]1[cH:4][c:5]([OH:9])[cH:6][cH:7][cH:8]1)([F:10])[F:11]>>[F:1][C:2]([c:3]1[cH:4][c:5]([O:9][c:13]2[n:14][c:15]([NH:23][c:24]3[n:25][nH:26][c:27]([CH3:29])[cH:28]3)[cH:16][c:17]3[cH:18][cH:19][cH:20][cH:21][c:22]23)[cH:6][cH:7][cH:8]1)([F:10])[F:11]. Starting materials: C(#N)C1=CC=C(C(CBr)=O)C=C1 (4-cyanophenacyl bromide), C(C=1C(S)=CC=CC1)(=O)OC (methyl thiosalicylate), C[O-].[Na+] (sodium methoxide), C(C)O (ethanol). The solvent is Cl (hydrochloric acid). Product: C(#N)C1=CC=C(C(=O)C2=C(C3=C(S2)C=CC=C3)O)C=C1 (2-(4-cyanobenzoyl)-3-hydroxybenzo[b]thiophene). Reaction SMILES: [C:1]([C:3]1[CH:12]=[CH:11][C:6]([C:7](=[O:10])[CH2:8]Br)=[CH:5][CH:4]=1)#[N:2].[C:13](OC)(=[O:21])[C:14]1[C:15](=[CH:17][CH:18]=[CH:19][CH:20]=1)[SH:16].C[O-].[Na+].C(O)C>Cl>[C:1]([C:3]1[CH:12]=[CH:11][C:6]([C:7]([C:8]2[S:16][C:15]3[CH:17]=[CH:18][CH:19]=[CH:20][C:14]=3[C:13]=2[OH:21])=[O:10])=[CH:5][CH:4]=1)#[N:2] |f:2.3|. Procedure details: A mixture of 4-cyanophenacyl bromide (3.0 g), methyl thiosalicylate (2.25 g), sodium methoxide (1.52 g) and ethanol (100 ml) was boiled under reflux for 3.5 hours. The mixture was cooled and diluted with 2M hydrochloric acid (100 ml). A precipitate was collected by filtration and recrystallized from ethanol to give 2-(4-cyanobenzoyl)-3-hydroxybenzo[b]thiophene. Reaction conditions: temperature 80 celsius, time 14 hour. Reagents/catalysts: [Cu]I (CuI). Yield: 73.0%. Reaction SMILES: Br[C:2]1[CH:3]=[C:4]([CH:8]=[C:9]([N:11]2[C:19]3[C:14](=[CH:15][C:16]([F:20])=[CH:17][CH:18]=3)[C@@:13]3([CH2:22][C@@:21]3([C:26]3[CH:31]=[CH:30][C:29]([Cl:32])=[CH:28][CH:27]=3)[CH:23]([CH3:25])[CH3:24])[C:12]2=[O:33])[CH:10]=1)[C:5]([O-:7])=[O:6].BrC1C=C([CH:41]=[C:42]([N:44]2C3C(=CC(F)=CC=3)[C@]3(C[C@]3(C3C=CC(Cl)=CC=3)C(C)C)C2=O)C=1)C([O-])=O.O1CC(=O)N=[C-:68]1.[C:73]([O-:76])([O-])=[O:74].[K+].[K+].CNCCNC>C(#N)C.[Cu]I>[CH3:68][O:7][C:5](=[O:6])[C:4]1[CH:3]=[C:2]([N:44]2[CH2:42][CH2:41][O:76][C:73]2=[O:74])[CH:10]=[C:9]([N:11]2[C:19]3[C:14](=[CH:15][C:16]([F:20])=[CH:17][CH:18]=3)[C@@:13]3([CH2:22][C@@:21]3([C:26]3[CH:27]=[CH:28][C:29]([Cl:32])=[CH:30][CH:31]=3)[CH:23]([CH3:25])[CH3:24])[C:12]2=[O:33])[CH:8]=1 |f:3.4.5|. Reactants: BrC=1C=C(C(=O)[O-])C=C(C1)N1C([C@]2(C3=CC(=CC=C13)F)[C@@](C2)(C(C)C)C2=CC=C(C=C2)Cl)=O (3-bromo-5-((1S,2S)-2-(4-chlorophenyl)-5′-fluoro-2-isopropyl-2′-oxospiro[cyclopropane-1,3′-indoline]-1′-yl)benzoate), BrC=1C=C(C(=O)[O-])C=C(C1)N1C([C@@]2(C3=CC(=CC=C13)F)[C@](C2)(C(C)C)C2=CC=C(C=C2)Cl)=O (3-bromo-5-((1R,2R)-2-(4-chlorophenyl)-5′-fluoro-2-isopropyl-2′-oxospiro[cyclopropane-1,3′-indoline]-1′-yl)benzoate), O1[C-]=NC(C1)=O (2-oxazolidone), C(=O)([O-])[O-].[K+].[K+] (K2CO3), CNCCNC (N,N′-dimethyl-1,2-ethanediamine). Yields the product COC(C1=CC(=CC(=C1)N1C(OCC1)=O)N1C([C@]2(C3=CC(=CC=C13)F)[C@@](C2)(C(C)C)C2=CC=C(C=C2)Cl)=O)=O ((1S,2S)-methyl-3-(2-(4-chlorophenyl)-5′-fluoro-2-isopropyl-2′-oxospiro[cyclopropane-1,3′-indoline]-1′-yl)-5-(2-oxooxazolidin-3-yl)benzoate). Run in C(C)#N (acetonitrile). Procedure: 3-bromo-5-((1S,2S)-2-(4-chlorophenyl)-5′-fluoro-2-isopropyl-2′-oxospiro[cyclopropane-1,3′-indoline]-1′-yl)benzoate, 3-bromo-5-((1R,2R)-2-(4-chlorophenyl)-5′-fluoro-2-isopropyl-2′-oxospiro[cyclopropane-1,3′-indoline]-1′-yl)benzoate (0.545 g, 1 mmol), 2-oxazolidone (0.105 g, 1.2 mmol), CuI (20 mg), and K2CO3 (0.276 g, 2 mmol) were placed in a Schlenk tube under Argon atmosphere and dissolved in dry acetonitrile. The N,N′-dimethyl-1,2-ethanediamine (21 μL, 20% equiv) was added into the mixture. The... Run in O1CCCC1 (tetrahydrofuran), C1CCOC1 (THF). Reaction SMILES: [CH2:1]([O:3][CH:4]([O:8][CH2:9][CH3:10])[CH2:5][CH2:6][OH:7])[CH3:2].C1C2C(=CC=CC=2)C=CC=1.[K:21]>O1CCCC1>[K:21].[CH2:1]([O:3][CH:4]([O:8][CH2:9][CH3:10])[CH2:5][CH2:6][OH:7])[CH3:2] |f:1.2,^1:20,26|. Run at time 3 minute. The product is [K] (potassium), C(C)OC(CCO)OCC (3, 3-diethoxypropanol). The reactants are C(C)OC(CCO)OCC (3, 3-diethoxypropanol), C1=CC=CC2=CC=CC=C12.[K] (potassium naphthalene). Procedure: THF 20 ml, 3, 3-diethoxypropanol 0.15 g, and a potassium naphthalene 0.5 mol/L-tetrahydrofuran solution 2 ml was added to the reaction container and agitated for 3 minutes in an argon atmosphere; a potassium compound of 3, 3-diethoxypropanol (potassium 3, 3-diethoxypropanoxide) was produced. The reactants are O (water), C(C)(C)(C)OC(=O)N1CCN(CC1)C1=NC=CN=C1Cl (3′-chloro-2,3,5,6-tetrahydro-[1,2′]bipyrazinyl-4-carboxylic acid t-butyl ester), C([O-])([O-])=O.[K+].[K+] (potassium carbonate), CS(=O)(=O)C1=CC=C(C=C1)B(O)O (4-methanesulfonylbenzeneboronic acid). Reagents/catalysts: C=1C=CC(=CC1)[P](C=2C=CC=CC2)(C=3C=CC=CC3)[Pd]([P](C=4C=CC=CC4)(C=5C=CC=CC5)C=6C=CC=CC6)([P](C=7C=CC=CC7)(C=8C=CC=CC8)C=9C=CC=CC9)[P](C=1C=CC=CC1)(C=1C=CC=CC1)C=1C=CC=CC1 (tetrakis(triphenylphosphine)palladium(0)). Run in COC(C)(C)C (t-butyl methyl ether), CN(C(C)=O)C (N,N-dimethylacetamide). Reaction conditions: temperature 65 celsius, time 0.5 hour. Yields the product C(C)(C)(C)OC(=O)N1CCN(CC1)C1=NC=CN=C1C1=CC=C(C=C1)S(=O)(=O)C (3′-(4-methanesulfonylphenyl)-2,3,5,6-tetrahydro-[1,2′]bipyrazinyl-4-carboxylic acid t-butyl ester). The yield is 74.7%. RXN SMILES: [C:1]([O:5][C:6]([N:8]1[CH2:13][CH2:12][N:11]([C:14]2[C:19](Cl)=[N:18][CH:17]=[CH:16][N:15]=2)[CH2:10][CH2:9]1)=[O:7])([CH3:4])([CH3:3])[CH3:2].C(=O)([O-])[O-].[K+].[K+].[CH3:27][S:28]([C:31]1[CH:36]=[CH:35][C:34](B(O)O)=[CH:33][CH:32]=1)(=[O:30])=[O:29].O>CN(C)C(=O)C.C1C=CC([P]([Pd]([P](C2C=CC=CC=2)(C2C=CC=CC=2)C2C=CC=CC=2)([P](C2C=CC=CC=2)(C2C=CC=CC=2)C2C=CC=CC=2)[P](C2C=CC=CC=2)(C2C=CC=CC=2)C2C=CC=CC=2)(C2C=CC=CC=2)C2C=CC=CC=2)=CC=1.COC(C)(C)C>[C:1]([O:5][C:6]([N:8]1[CH2:13][CH2:12][N:11]([C:14]2[C:19]([C:34]3[CH:35]=[CH:36][C:31]([S:28]([CH3:27])(=[O:30])=[O:29])=[CH:32][CH:33]=3)=[N:18][CH:17]=[CH:16][N:15]=2)[CH2:10][CH2:9]1)=[O:7])([CH3:4])([CH3:3])[CH3:2] |f:1.2.3,^1:50,52,71,90|. Reported procedure: Dissolve 3′-chloro-2,3,5,6-tetrahydro-[1,2′]bipyrazinyl-4-carboxylic acid t-butyl ester (6.92 g, 30.75 mmol), potassium carbonate (7.34 g, 53.09 mmol) and 4-methanesulfonylbenzeneboronic acid (5.31 g, 26.55 mmol) in N,N-dimethylacetamide (90 mL) and purge for 15 min. Add water (35 mL) and the mixture further purged for 15 min. Add tetrakis(triphenylphosphine)palladium(0) (0.130 g, 0.11 mmol) and heat for 2 hr. 10 min. at 110° C. Allow to cool to 65° C., add water (30 mL) and t-butyl methyl ether... The reactants are ClC1=C(C=CC=C1Cl)C1C(=C(NC(=C1C(=O)OC)C)COCC(=O)C)C(=O)OCC (1-{[4-(2,3-dichlorophenyl)-3-ethoxycarbonyl-5-methoxycarbonyl-6-methyl-1,4-dihydropyrid-2-yl]methoxy}acetone), [BH4-].[Na+] (sodium borohydride). The solvent is C(C)O (ethanol). The product is ClC1=C(C=CC=C1Cl)C1C(=C(NC(=C1C(=O)OC)C)COCC(C)O)C(=O)OCC (1-{[4-(2,3-Dichlorophenyl)-3-ethoxycarbonyl-5-methoxycarbonyl-6-methyl-1,4-dihydropyrid-2-yl]methoxy}propan-2-ol). The yield is 43.3%. RXN SMILES: [Cl:1][C:2]1[C:7]([Cl:8])=[CH:6][CH:5]=[CH:4][C:3]=1[CH:9]1[C:14]([C:15]([O:17][CH3:18])=[O:16])=[C:13]([CH3:19])[NH:12][C:11]([CH2:20][O:21][CH2:22][C:23]([CH3:25])=[O:24])=[C:10]1[C:26]([O:28][CH2:29][CH3:30])=[O:27].[BH4-].[Na+]>C(O)C>[Cl:1][C:2]1[C:7]([Cl:8])=[CH:6][CH:5]=[CH:4][C:3]=1[CH:9]1[C:14]([C:15]([O:17][CH3:18])=[O:16])=[C:13]([CH3:19])[NH:12][C:11]([CH2:20][O:21][CH2:22][CH:23]([OH:24])[CH3:25])=[C:10]1[C:26]([O:28][CH2:29][CH3:30])=[O:27] |f:1.2|. Procedure: A solution of 1-{[4-(2,3-dichlorophenyl)-3-ethoxycarbonyl-5-methoxycarbonyl-6-methyl-1,4-dihydropyrid-2-yl]methoxy}acetone (0.46 g) and sodium borohydride (0.10 g) in ethanol (40 ml) was stirred at room temperature for 5 hours. The solution was evaporated, the residue dissolved in ethyl acetate and washed three times with water. The organic layer was dried over magnesium sulphate and evaporated. The residue was crystallized from diethyl ether/hexane to give the title compound (0.20 g), m.p. 110°... Reactants: N1C=NC=C1 (imidazole), C1C(C2=CC=CC=C2)O1 (styrene oxide). Reagents/catalysts: N1=CC=CC=C1 (pyridine). The solvent is CCO (EtOH). Yields the product N1(C=NC=C1)CC(O)C1=CC=CC=C1 (2-(1H-1-Imidazolyl)-1-phenyl-1-ethanol). Isolated yield 35.2%. RXN SMILES: [NH:1]1[CH:5]=[CH:4][N:3]=[CH:2]1.[CH2:6]1[O:14][CH:7]1[C:8]1[CH:13]=[CH:12][CH:11]=[CH:10][CH:9]=1>CCO.N1C=CC=CC=1>[N:1]1([CH2:6][CH:7]([C:8]2[CH:13]=[CH:12][CH:11]=[CH:10][CH:9]=2)[OH:14])[CH:5]=[CH:4][N:3]=[CH:2]1. Reported procedure: A solution of 17.6 g (0.258 mol) of imidazole in 100 mL of absolute EtOH was treated with 0.6 mL (4.0 mmol) of pyridine and refluxed for 25 minutes. This was then treated dropwise with a solution of 31.06 g (0.258 mol) of styrene oxide and the solution heated at reflux overnight. The solvent was removed under reduced pressure and the residue taken up in Et2O and washed with H2O. A solid separated which was collected and dissolved in warm CHCl3 /EtOAc. The organic phase was washed with saturated ... Reactants: C1CCNCC1, CCO, O=C1Cc2c(ncnc2Nc2ccc(F)c(Cl)c2)N1, O=Cc1ccc(O)cc1Cl. Yields the product O=C1Nc2ncnc(Nc3ccc(F)c(Cl)c3)c2C1=Cc1ccc(O)cc1Cl. As a reaction SMILES: [CH2:30]1[CH2:31][CH2:32][NH:33][CH2:34][CH2:35]1.[CH3:36][CH2:37][OH:38].[Cl:1][c:2]1[cH:3][c:4]([NH:9][c:10]2[c:11]3[c:12]([n:13][cH:14][n:15]2)[NH:16][C:17](=[O:19])[CH2:18]3)[cH:5][cH:6][c:7]1[F:8].[Cl:20][c:21]1[c:22]([CH:23]=[O:24])[cH:25][cH:26][c:27]([OH:29])[cH:28]1>>[Cl:1][c:2]1[cH:3][c:4]([NH:9][c:10]2[c:11]3[c:12]([n:13][cH:14][n:15]2)[NH:16][C:17](=[O:19])[C:18]3=[CH:23][c:22]2[c:21]([Cl:20])[cH:28][c:27]([OH:29])[cH:26][cH:25]2)[cH:5][cH:6][c:7]1[F:8]. Solvent: C(C)(=O)OCC (ethyl acetate). Run at time 70 minute. The product is C(CCCCCCCCC)OC1C2OC3OC(OC31)(C2O)OCC23CC1C(CCC1C1(C3(C(=CC2C1)C(C)C)C(=O)O)C=O)C (8a-[[[6-(decyloxy)tetrahydro-7-hydroxy-2,5-methanofuro[2,3-d]-1,3-dioxol-2-yl]oxy]methyl]-4-formyl-4,4a,5,6,7,7a,8,8a-octahydro-7-methyl-3-(1-methylethyl)-1,4-methano-s-indacene-3a(1H)-carboxylic acid). Reaction SMILES: C1(C([O:14][C:15]([C:17]23[C:28]4([CH:30]=[O:31])[CH2:29][CH:20]([C:21]2([CH2:33][O:34][C:35]25[CH:54]([OH:55])[CH:41]6[CH:42]([O:43][CH2:44][CH2:45][CH2:46][CH2:47][CH2:48][CH2:49][CH2:50][CH2:51][CH2:52][CH3:53])[CH:37]([CH:38]([O:40]6)[O:39]2)[O:36]5)[CH2:22][CH:23]2[CH:27]4[CH2:26][CH2:25][CH:24]2[CH3:32])[CH:19]=[C:18]3[CH:56]([CH3:58])[CH3:57])=[O:16])C2C=CC=CC=2)C=CC=CC=1>C(OCC)(=O)C.[C].[Pd]>[CH2:44]([O:43][CH:42]1[CH:37]2[CH:38]3[O:39][C:35]([O:34][CH2:33][C:21]45[CH:20]6[CH2:29][C:28]([CH:30]=[O:31])([C:17]4([C:15]([OH:16])=[O:14])[C:18]([CH:56]([CH3:57])[CH3:58])=[CH:19]6)[CH:27]4[CH:23]([CH:24]([CH3:32])[CH2:25][CH2:26]4)[CH2:22]5)([CH:54]([OH:55])[CH:41]1[O:40]3)[O:36]2)[CH2:45][CH2:46][CH2:47][CH2:48][CH2:49][CH2:50][CH2:51][CH2:52][CH3:53] |f:2.3|. Isolated yield 56.5%. Reactants: C1(=CC=CC=C1)C(C1=CC=CC=C1)OC(=O)C12C(=CC3C2(CC2C(CCC2C1(C3)C=O)C)COC31OC2C(O3)OC(C2OCCCCCCCCCC)C1O)C(C)C (8a-[[[6-(decyloxy)tetrahydro-7-hydroxy-2,5-methanofuro[2,3-d]-1,3-dioxol-2-yl]oxy]methyl]-4-formyl-4,4a,5,6,7,7a,8,8a-octahydro-7-methyl-3-(1-methylethyl)-1,4-methano-s-indacene-3a(1H)-carboxylic acid diphenylmethyl ester). Procedure details: 44.3 mg of compound (49) was dissolved in 5 ml of ethyl acetate and allowed to react in the presence of a catalytic amount of 10% palladium-carbon under stirring under a hydrogen atmosphere at room temperature for 70 minutes. The reaction solution was filtered, and the filtrate was concentrated in vacuo to give the crude reaction product. The crude reaction product was charged onto a silica gel column (Kieselgel 60, Merck, 1.5φ×15 cm) and eluted with 150 ml of n-hexane-ethyl acetate (2:1), 200 m... The reagents and catalysts are [C].[Pd] (palladium-carbon).